Dataset: the Open Reaction Database (ORD), a public repository of structured organic reaction records. Task: describe an organic reaction: reactants, conditions, products, and yield As a reaction SMILES: [Cl:1][C:2]1[C:14]([Cl:15])=[C:13]([CH2:16][CH2:17][CH:18]([OH:34])[C:19]2[S:20][C:21]([C:24]3[CH:29]=[CH:28][C:27]([C:30]([F:33])([F:32])[F:31])=[CH:26][CH:25]=3)=[CH:22][CH:23]=2)[CH:12]=[CH:11][C:3]=1[O:4][C:5]([CH3:10])([CH3:9])[C:6]([OH:8])=[O:7].[H-].[Na+].[CH2:37](Br)[C:38]1[CH:43]=[CH:42][CH:41]=[CH:40][CH:39]=1>>[CH2:37]([O:34][CH:18]([C:19]1[S:20][C:21]([C:24]2[CH:25]=[CH:26][C:27]([C:30]([F:31])([F:32])[F:33])=[CH:28][CH:29]=2)=[CH:22][CH:23]=1)[CH2:17][CH2:16][C:13]1[CH:12]=[CH:11][C:3]([O:4][C:5]([CH3:9])([CH3:10])[C:6]([OH:8])=[O:7])=[C:2]([Cl:1])[C:14]=1[Cl:15])[C:38]1[CH:43]=[CH:42][CH:41]=[CH:40][CH:39]=1 |f:1.2|. Product: C(C1=CC=CC=C1)OC(CCC1=C(C(=C(OC(C(=O)O)(C)C)C=C1)Cl)Cl)C=1SC(=CC1)C1=CC=C(C=C1)C(F)(F)F (2-(4-(3-(Benzyloxy)-3-(5-(4-(trifluoromethyl)phenyl)thien-2-yl)propyl)-2,3-di-chlorophenoxy)-2-methylpropanoic acid). Reported procedure: 2-(4-(3-(Benzyloxy)-3-(5-(4-(trifluoromethyl)phenyl)thien-2-yl)propyl)-2,3-di-chlorophenoxy)-2-methylpropanoic acid is prepared from 2-(2,3-dichloro-4-(3-hydroxy-3-(5-(4-(trifluoromethyl)phenyl)thien-2-yl)propyl)phenoxy)-2-methylpropanoic acid using 2.2 equivalents of sodium hydride and 2.2 equivalents of benzyl bromide according to general procedure H. Starting materials: ClC1=C(OC(C(=O)O)(C)C)C=CC(=C1Cl)CCC(C=1SC(=CC1)C1=CC=C(C=C1)C(F)(F)F)O (2-(2,3-dichloro-4-(3-hydroxy-3-(5-(4-(trifluoromethyl)phenyl)thien-2-yl)propyl)phenoxy)-2-methylpropanoic acid), [H-].[Na+] (sodium hydride), C(C1=CC=CC=C1)Br (benzyl bromide). Starting materials: C(C#C)OC1=CC=CC=C1 (phenyl propargyl ether), IC1=C2/C(/C(NC2=CC=C1)=O)=C/C=1NC=CC1OC ((Z)-1,3-dihydro-4-iodo-3-[(3-methoxy-1H-pyrrol-2-yl)methylene]-2H-indol-2-one), IC1=C2/C(/C(NC2=CC=C1)=O)=C/C=1NC=CC1OC ((Z)-1,3-dihydro-4-iodo-3-[(3-methoxy-1H-pyrrol-2-yl)methylene]-2H-indol-2-one). Reagents/catalysts: [Cu]I (CuI), Cl[Pd]([P](C1=CC=CC=C1)(C2=CC=CC=C2)C3=CC=CC=C3)([P](C4=CC=CC=C4)(C5=CC=CC=C5)C6=CC=CC=C6)Cl ((Ph3P)2PdCl2). Solvent: CCN(CC)CC (Et3N), CN(C)C=O (DMF). The product is COC1=C(NC=C1)\C=C\1/C(NC2=CC=CC(=C12)C#CCOC1=CC=CC=C1)=O ((Z)-1,3-dihydro-3-[(3-methoxy-1H-pyrrol-2-yl)methylene]-4-(3-phenoxy-1-propynyl)-2H-indol-2-one). As a reaction SMILES: [CH2:1]([O:4][C:5]1[CH:10]=[CH:9][CH:8]=[CH:7][CH:6]=1)[C:2]#[CH:3].I[C:12]1[CH:20]=[CH:19][CH:18]=[C:17]2[C:13]=1/[C:14](=[CH:22]/[C:23]1[NH:24][CH:25]=[CH:26][C:27]=1[O:28][CH3:29])/[C:15](=[O:21])[NH:16]2>Cl[Pd](Cl)([P](C1C=CC=CC=1)(C1C=CC=CC=1)C1C=CC=CC=1)[P](C1C=CC=CC=1)(C1C=CC=CC=1)C1C=CC=CC=1.[Cu]I.CN(C=O)C.CCN(CC)CC>[CH3:29][O:28][C:27]1[CH:26]=[CH:25][NH:24][C:23]=1/[CH:22]=[C:14]1\[C:15](=[O:21])[NH:16][C:17]2[C:13]\1=[C:12]([C:3]#[C:2][CH2:1][O:4][C:5]1[CH:10]=[CH:9][CH:8]=[CH:7][CH:6]=1)[CH:20]=[CH:19][CH:18]=2 |^1:32,51|. Procedure: Using Method C above, phenyl propargyl ether (65 mg, 0.49 mmol) (Lancaster) was coupled to (Z)-1,3-dihydro-4-iodo-3-[(3-methoxy-1H-pyrrol-2-yl)methylene]-2H-indol-2-one (146 mg, 0.4 mmol) (Starting Material 2) using (Ph3P)2PdCl2 (20 mg) (Aldrich) and CuI (10 mg) (Aldrich) as catalyst in DMF (2 mL) and Et3N (2 mL) as solvent at 70° C. for 18 h, yielding (Z)-1,3-dihydro-3-[(3-methoxy-1H-pyrrol-2-yl)methylene]-4-(3-phenoxy-1-propynyl)-2H-indol-2-one. (Yield 92 mg, 62%). Product: ClC1=CC=C(C=C1)C(CCN(C)CCCNC(=O)NCCSCC=1N=C(SC1)NC(=N)N)C1=NC=CC=C1 (N-[3-[N-[3-(4-chlorophenyl)-3-(2-pyridyl)propyl]-N-methylamino]propyl]-N'-[2-[[(2-guanidino-4-thiazolyl)methyl]thio]ethyl]urea). Procedure details: Preparation is effected analogously to Example 63, using 0.9 g (2.8 mmol) of N-[3-(4-chlorophenyl)-3-(2-pyridyl)propyl]-N-methyl-1,3-propanediamine, an equimolar amount of 1,1'-carbonyldiimidazole and 0.73 g (3.1 mmol) of 2-[[(2-guanidino-4-thiazolyl)methyl]thio]ethaneamine as starting materials. Working up by chromatography (eluant: ethyl acetate/methanol 85+15) analogously to Example 63 yields the purified title compound in the form of a dry foam; MS (+FAB method): m/z (rel. int.[%])=575 ([M+H... Starting materials: ClC1=CC=C(C=C1)C(CCN(CCCN)C)C1=NC=CC=C1 (N-[3-(4-chlorophenyl)-3-(2-pyridyl)propyl]-N-methyl-1,3-propanediamine), C(=O)(N1C=NC=C1)N1C=NC=C1 (1,1'-carbonyldiimidazole), N(C(=N)N)C=1SC=C(N1)CSCCN (2-[[(2-guanidino-4-thiazolyl)methyl]thio]ethaneamine). Run in C(C)(=O)OCC.CO (ethyl acetate methanol). Reaction SMILES: [Cl:1][C:2]1[CH:7]=[CH:6][C:5]([CH:8]([C:17]2[CH:22]=[CH:21][CH:20]=[CH:19][N:18]=2)[CH2:9][CH2:10][N:11]([CH3:16])[CH2:12][CH2:13][CH2:14][NH2:15])=[CH:4][CH:3]=1.[C:23](N1C=CN=C1)(N1C=CN=C1)=[O:24].[NH:35]([C:39]1[S:40][CH:41]=[C:42]([CH2:44][S:45][CH2:46][CH2:47][NH2:48])[N:43]=1)[C:36]([NH2:38])=[NH:37]>C(OCC)(=O)C.CO>[Cl:1][C:2]1[CH:7]=[CH:6][C:5]([CH:8]([C:17]2[CH:22]=[CH:21][CH:20]=[CH:19][N:18]=2)[CH2:9][CH2:10][N:11]([CH2:12][CH2:13][CH2:14][NH:15][C:23]([NH:48][CH2:47][CH2:46][S:45][CH2:44][C:42]2[N:43]=[C:39]([NH:35][C:36]([NH2:38])=[NH:37])[S:40][CH:41]=2)=[O:24])[CH3:16])=[CH:4][CH:3]=1 |f:3.4|.